Dataset: the Open Reaction Database (ORD), a public repository of structured organic reaction records. Task: describe an organic reaction: reactants, conditions, products, and yield The reactants are [H-].[Al+3].[Li+].[H-].[H-].[H-] (lithium aluminum hydride), [H-].[Al+3].[Li+].[H-].[H-].[H-] (lithium aluminum hydride), O (water), [OH-].[Na+] (sodium hydroxide), O (water), CC(CC(=O)O)(C)C1=CC=CC=C1 (3-methyl-3-phenylbutanoic acid). The solvent is O1CCCC1 (tetrahydrofuran), O1CCCC1 (tetrahydrofuran). Reaction conditions: time 8 hour. The product is CC(CCO)(C)C1=CC=CC=C1 (3-methyl-3-phenyl-1-butanol). As a reaction SMILES: [H-].[Al+3].[Li+].[H-].[H-].[H-].[CH3:7][C:8]([C:14]1[CH:19]=[CH:18][CH:17]=[CH:16][CH:15]=1)([CH3:13])[CH2:9][C:10](O)=[O:11].O.[OH-].[Na+]>O1CCCC1>[CH3:13][C:8]([C:14]1[CH:19]=[CH:18][CH:17]=[CH:16][CH:15]=1)([CH3:7])[CH2:9][CH2:10][OH:11] |f:0.1.2.3.4.5,8.9|. Procedure details: To a suspension of lithium aluminum hydride (8.62 g, 228 mmol) in tetrahydrofuran (200 ml) was added dropwise a solution of 3-methyl-3-phenylbutanoic acid (20.26 g, 113.7 mmol) in tetrahydrofuran (100 ml) under ice-cooling, and the mixture was stirred overnight at room temperature. After ice-cooling the reaction solution, water (8 ml), 15% aqueous sodium hydroxide solution (8 ml) and water (20 ml) were successively added dropwise to decompose excess lithium aluminum hydride. The mixture was stir...